Dataset: the Open Reaction Database (ORD), a public repository of structured organic reaction records. Task: describe an organic reaction: reactants, conditions, products, and yield Starting materials: FC=1C=C(C=C(C1)F)C(C)NC(C1=CC=C(C=C1)OC)C1=C(C=CC(=C1)[N+](=O)[O-])OC (N-[1-(3,5-difluorophenyl)ethyl]-N-[(2-methoxy-5-nitrophenyl)-(4-methoxyphenyl)methyl]amine), [BH4-].[Na+] (sodium borohydride). Reagents/catalysts: O.O.O.O.O.O.[Ni](Cl)Cl (nickel chloride hexahydrate). The product is FC=1C=C(C=C(C1)F)C(C)NC(C=1C=C(C=CC1OC)N)C1=CC=C(C=C1)OC (3-{[1-(3,5-Difluorophenyl)ethylamino]-(4-methoxyphenyl)methyl}-4-methoxyphenylamine). Reaction SMILES: [F:1][C:2]1[CH:3]=[C:4]([CH:9]([NH:11][CH:12]([C:21]2[CH:26]=[C:25]([N+:27]([O-])=O)[CH:24]=[CH:23][C:22]=2[O:30][CH3:31])[C:13]2[CH:18]=[CH:17][C:16]([O:19][CH3:20])=[CH:15][CH:14]=2)[CH3:10])[CH:5]=[C:6]([F:8])[CH:7]=1.[BH4-].[Na+]>O.O.O.O.O.O.[Ni](Cl)Cl>[F:1][C:2]1[CH:3]=[C:4]([CH:9]([NH:11][CH:12]([C:13]2[CH:14]=[CH:15][C:16]([O:19][CH3:20])=[CH:17][CH:18]=2)[C:21]2[CH:26]=[C:25]([NH2:27])[CH:24]=[CH:23][C:22]=2[O:30][CH3:31])[CH3:10])[CH:5]=[C:6]([F:8])[CH:7]=1 |f:1.2,3.4.5.6.7.8.9|. Procedure: Following a reaction and purification procedure similar to those described in Example (59b), 1.75 g of N-[1-(3,5-difluorophenyl)ethyl]-N-[(2-methoxy-5-nitrophenyl)-(4-methoxyphenyl)methyl]amine [prepared as described in step (a) above], 2.24 g of nickel chloride hexahydrate and 651 mg of sodium borohydride were reacted, to obtain 471 mg of isomer A and 650 mg of isomer B of the title compound were obtained as a yellow oil and an orange solid, respectively. Reactants: C(N)(=O)C=1C=C2C(C3=C(CCN2C1)C=CC=C3)=O (2-carbamoyl-6,11-dihydro-pyrrolo[2,1-b][3]-benzazepine-11-one), S(O)(O)(=O)=O (sulfuric acid), N(=O)[O-].[Na+] (sodium nitrite). Run in O (water). The product is O=C1C=2N(CCC3=C1C=CC=C3)C=C(C2)C(=O)O (6,11-dihydro-11-oxo-pyrrolo[2,1-b][3]-benzazepine-2-carboxylic acid). The yield is 89.0%. RXN SMILES: [C:1]([C:4]1[CH:5]=[C:6]2[N:12]([CH:13]=1)[CH2:11][CH2:10][C:9]1[CH:14]=[CH:15][CH:16]=[CH:17][C:8]=1[C:7]2=[O:18])(=[O:3])N.S(=O)(=O)(O)[OH:20].N([O-])=O.[Na+]>O>[O:18]=[C:7]1[C:8]2[CH:17]=[CH:16][CH:15]=[CH:14][C:9]=2[CH2:10][CH2:11][N:12]2[CH:13]=[C:4]([C:1]([OH:20])=[O:3])[CH:5]=[C:6]12 |f:2.3|. Reported procedure: To 2-carbamoyl-6,11-dihydro-pyrrolo[2,1-b][3]-benzazepine-11-one (27 g., 0.112 moles) in 300 ml. of 50% sulfuric acid maintained at 50° C., was added slowly 25 g. of sodium nitrite in 75 ml. of water. At the end of the addition, the solid was filtered, washed with water and air-dried to yield 6,11-dihydro-11-oxo-pyrrolo[2,1-b][3]-benzazepine-2-carboxylic acid (24 g., 89%), m.p. 287°-290° C. Starting materials: COc1cccc(OC)c1C1CCN(C(=O)c2cc3cc(Cl)ccc3[nH]2)CC1, N#CCCl, [H-], [Na+], CN(C)C=O. Yields the product COc1cccc(OC)c1C1CCN(C(=O)c2cc3cc(Cl)ccc3n2CC#N)CC1. Reaction SMILES: [Cl:1][c:2]1[cH:3][c:4]2[cH:5][c:6]([C:11](=[O:12])[N:13]3[CH2:14][CH2:15][CH:16]([c:19]4[c:20]([O:27][CH3:28])[cH:21][cH:22][cH:23][c:24]4[O:25][CH3:26])[CH2:17][CH2:18]3)[nH:7][c:8]2[cH:9][cH:10]1.[Cl:31][CH2:32][C:33]#[N:34].[H-:30].[Na+:29].[O:35]=[CH:36][N:37]([CH3:38])[CH3:39]>>[Cl:1][c:2]1[cH:3][c:4]2[cH:5][c:6]([C:11](=[O:12])[N:13]3[CH2:14][CH2:15][CH:16]([c:19]4[c:20]([O:27][CH3:28])[cH:21][cH:22][cH:23][c:24]4[O:25][CH3:26])[CH2:17][CH2:18]3)[n:7]([CH2:32][C:33]#[N:34])[c:8]2[cH:9][cH:10]1. Starting materials: [OH-].[Na+] (sodium hydroxide), COC(=O)NC(C(C)(OC1=CC=C(C=C1)OC1=NC=C(C=C1Cl)Cl)OC)=O (N-methoxycarbonyl-methoxy-2-[4-(3,5-dichloro-2-pyridyloxy)phenoxy]propionamide), CO (methanol), resultant mixture. Yields the product ONC(C(C)(OC1=CC=C(C=C1)OC1=NC=C(C=C1Cl)Cl)OC=C=O)=O (N-hydroxy-carbonylmethoxy-2-[4-(3,5-dichloro-2-pyridyloxy)phenoxy]-propionamide). As a reaction SMILES: [OH-:1].[Na+].COC([NH:7][C:8](=[O:29])[C:9]([O:27][CH3:28])([O:11][C:12]1[CH:17]=[CH:16][C:15]([O:18][C:19]2[C:24]([Cl:25])=[CH:23][C:22]([Cl:26])=[CH:21][N:20]=2)=[CH:14][CH:13]=1)[CH3:10])=O.[CH3:30][OH:31]>>[OH:1][NH:7][C:8](=[O:29])[C:9]([O:27][CH:28]=[C:30]=[O:31])([O:11][C:12]1[CH:13]=[CH:14][C:15]([O:18][C:19]2[C:24]([Cl:25])=[CH:23][C:22]([Cl:26])=[CH:21][N:20]=2)=[CH:16][CH:17]=1)[CH3:10] |f:0.1|. Procedure: Into a mixture of IN aqueous sodium hydroxide solution (48 ml) and methanol (300 ml), N-methoxycarbonyl-methoxy-2-[4-(3,5-dichloro-2-pyridyloxy)phenoxy]propionamide (Compound No. 38 as obtained in Example 1) (9.4 g) was dissolved, and the resultant mixture was stirred at 50° C. for 1 hour. After removal of methanol by distillation, the aqueous layer was made acidic with conc. hydrochloric acid and extracted with ethyl acetate. Removal of the ethyl acetate from the extract by distillation gave N-... The reactants are COc1ccc(C=CCC(C)N(C)C(=O)OC(C)(C)C)cn1, ClCCl, O=C(O)C(F)(F)F. The product is CNC(C)CC=Cc1ccc(OC)nc1. As a reaction SMILES: [CH3:1][N:2]([CH:3]([CH3:4])[CH2:5][CH:6]=[CH:7][c:8]1[cH:9][n:10][c:11]([O:14][CH3:15])[cH:12][cH:13]1)[C:16]([O:17][C:18]([CH3:19])([CH3:20])[CH3:21])=[O:22].[Cl:30][CH2:31][Cl:32].[OH:23][C:24]([C:25]([F:26])([F:27])[F:28])=[O:29]>>[CH3:1][NH:2][CH:3]([CH3:4])[CH2:5][CH:6]=[CH:7][c:8]1[cH:9][n:10][c:11]([O:14][CH3:15])[cH:12][cH:13]1. Product: CC(C)(C)OC(=O)N1CCN(c2ncc(C(O)(C(F)(F)F)C(F)(F)F)cn2)C(CN(c2ccccc2)S(C)(=O)=O)C1. As a reaction SMILES: [CH2:52]1[O:53][CH2:54][CH2:55][O:56][CH2:57]1.[CH3:1][S:2](=[O:3])(=[O:4])[N:5]([c:6]1[cH:7][cH:8][cH:9][cH:10][cH:11]1)[CH2:12][CH:13]1[CH2:14][N:15]([C:19](=[O:20])[O:21][C:22]([CH3:23])([CH3:24])[CH3:25])[CH2:16][CH2:17][NH:18]1.[CH:43]([N:44]([CH2:45][CH3:46])[CH:47]([CH3:48])[CH3:49])([CH3:50])[CH3:51].[Cl:26][c:27]1[n:28][cH:29][c:30]([C:33]([C:34]([F:35])([F:36])[F:37])([C:38]([F:39])([F:40])[F:41])[OH:42])[cH:31][n:32]1>>[CH3:1][S:2](=[O:3])(=[O:4])[N:5]([c:6]1[cH:7][cH:8][cH:9][cH:10][cH:11]1)[CH2:12][CH:13]1[CH2:14][N:15]([C:19](=[O:20])[O:21][C:22]([CH3:23])([CH3:24])[CH3:25])[CH2:16][CH2:17][N:18]1[c:27]1[n:28][cH:29][c:30]([C:33]([C:34]([F:35])([F:36])[F:37])([C:38]([F:39])([F:40])[F:41])[OH:42])[cH:31][n:32]1. The reactants are C1COCCO1, CC(C)(C)OC(=O)N1CCNC(CN(c2ccccc2)S(C)(=O)=O)C1, CCN(C(C)C)C(C)C, OC(c1cnc(Cl)nc1)(C(F)(F)F)C(F)(F)F. Reactants: FC(C1=C(CN2CCC(CC2)C=O)C=CC(=C1)C(F)(F)F)(F)F (1-[2,4-bis(trifluoromethyl)benzyl]piperidine-4-carbaldehyde), COCCOCCNC1=NC(SC1)=O (4-{[2-(2-methoxyethoxy)ethyl]amino}-1,3-thiazol-2(5H)-one), C(C)(=O)[O-].[NH2+]1CCCCC1 (piperidinium acetate). The solvent is CC(C)O (2-propanol). Conditions: temperature 80 celsius, time 2 hour. Yields the product FC(C1=C(CN2CCC(CC2)\C=C/2\C(=NC(S2)=O)NCCOCCOC)C=CC(=C1)C(F)(F)F)(F)F ((5Z)-5-({1-[2,4-bis(trifluoromethyl)benzyl]piperidin-4-yl}methylidene)-4-{[2-(2-methoxyethoxy)ethyl]amino}-1,3-thiazol-2(5H)-one). Isolated yield 71.2%. Reaction SMILES: [F:1][C:2]([F:23])([F:22])[C:3]1[CH:17]=[C:16]([C:18]([F:21])([F:20])[F:19])[CH:15]=[CH:14][C:4]=1[CH2:5][N:6]1[CH2:11][CH2:10][CH:9]([CH:12]=O)[CH2:8][CH2:7]1.[CH3:24][O:25][CH2:26][CH2:27][O:28][CH2:29][CH2:30][NH:31][C:32]1[CH2:36][S:35][C:34](=[O:37])[N:33]=1.C([O-])(=O)C.[NH2+]1CCCCC1>CC(O)C>[F:23][C:2]([F:1])([F:22])[C:3]1[CH:17]=[C:16]([C:18]([F:21])([F:20])[F:19])[CH:15]=[CH:14][C:4]=1[CH2:5][N:6]1[CH2:11][CH2:10][CH:9](/[CH:12]=[C:36]2/[C:32]([NH:31][CH2:30][CH2:29][O:28][CH2:27][CH2:26][O:25][CH3:24])=[N:33][C:34](=[O:37])[S:35]/2)[CH2:8][CH2:7]1 |f:2.3|. Reported procedure: To a solution of 1-[2,4-bis(trifluoromethyl)benzyl]piperidine-4-carbaldehyde (1.66 g) in 2-propanol (20 mL) were added 4-{[2-(2-methoxyethoxy)ethyl]amino}-1,3-thiazol-2(5H)-one (1.60 g) and piperidinium acetate (0.710 g). The reaction mixture was stirred at 80° C. for 2 hr, and the solvent was evaporated under reduced pressure. Water was added to the residue, and the mixture was extracted with ethyl acetate. The extract was washed with saturated brine, and dried over anhydrous magnesium sulfate,... Reactants: C(C)OC1=CCC=2C=CC=C(C2C1)NC=1OC(=CN1)C1=CC=C(C=C1)C (N-(7-ethoxy-5,8-dihydronaphthalen-1-yl)-5-(4-methylphenyl)-1,3-oxazol-2-amine), C(C)OC1=CCC=2C=CC=C(C2C1)NC=1OC(=CN1)C1=CC=C(C=C1)C(F)(F)F (N-(7-ethoxy-5,8-dihydronaphthalen-1-yl)-5-[4-(trifluoromethyl)phenyl]-1,3-oxazol-2-amine). The product is CC1=CC=C(C=C1)C1=CN=C(O1)NC=1C=CC=C2CCC(CC12)=O (8-{[5-(4-methylphenyl)-1,3-oxazol-2-yl]amino}-3,4-dihydronaphthalen-2(1H)-one). As a reaction SMILES: C([O:3][C:4]1[CH2:13][C:12]2[C:11]([NH:14][C:15]3[O:16][C:17]([C:20]4[CH:25]=[CH:24][C:23]([CH3:26])=[CH:22][CH:21]=4)=[CH:18][N:19]=3)=[CH:10][CH:9]=[CH:8][C:7]=2[CH2:6][CH:5]=1)C.C(OC1CC2C(NC3OC(C4C=CC(C(F)(F)F)=CC=4)=CN=3)=CC=CC=2CC=1)C>>[CH3:26][C:23]1[CH:24]=[CH:25][C:20]([C:17]2[O:16][C:15]([NH:14][C:11]3[CH:10]=[CH:9][CH:8]=[C:7]4[C:12]=3[CH2:13][C:4](=[O:3])[CH2:5][CH2:6]4)=[N:19][CH:18]=2)=[CH:21][CH:22]=1. Procedure details: The title compound was prepared using the procedure as described in Example 1I, substituting the product of Example 9B for the product of Example 1H. The reagents and catalysts are C(C)(=O)[O-].[Pd+2].C(C)(=O)[O-] (palladium acetate), C1(=CC=CC=C1)P(C1=C(C2=CC=CC=C2C=C1)C1=C(C=CC2=CC=CC=C12)P(C1=CC=CC=C1)C1=CC=CC=C1)C1=CC=CC=C1 (rac-2,2′-bis(diphenylphosphino)-1,1′-binaphthyl). The reactants are Cl.NC1=C(C(=O)OC)C=CC(=C1)COC1=CC=CC=C1 (methyl 2-amino-4-(phenoxymethyl)benzoate hydrochloride), C([O-])([O-])=O.[Cs+].[Cs+] (cesium carbonate), FC1=CC=C(C=C1)I (1-fluoro-4-iodobenzene). The solvent is C1(=CC=CC=C1)C (toluene). As a reaction SMILES: Cl.[NH2:2][C:3]1[CH:12]=[C:11]([CH2:13][O:14][C:15]2[CH:20]=[CH:19][CH:18]=[CH:17][CH:16]=2)[CH:10]=[CH:9][C:4]=1[C:5]([O:7][CH3:8])=[O:6].C(=O)([O-])[O-].[Cs+].[Cs+].[F:27][C:28]1[CH:33]=[CH:32][C:31](I)=[CH:30][CH:29]=1>C([O-])(=O)C.[Pd+2].C([O-])(=O)C.C1(P(C2C=CC=CC=2)C2C=CC3C(=CC=CC=3)C=2C2C3C(=CC=CC=3)C=CC=2P(C2C=CC=CC=2)C2C=CC=CC=2)C=CC=CC=1.C1(C)C=CC=CC=1>[F:27][C:28]1[CH:33]=[CH:32][C:31]([NH:2][C:3]2[CH:12]=[C:11]([CH2:13][O:14][C:15]3[CH:20]=[CH:19][CH:18]=[CH:17][CH:16]=3)[CH:10]=[CH:9][C:4]=2[C:5]([O:7][CH3:8])=[O:6])=[CH:30][CH:29]=1 |f:0.1,2.3.4,6.7.8|. Procedure details: To toluene 4.0 mL suspension of methyl 2-amino-4-(phenoxymethyl)benzoate hydrochloride 0.40 g, rac-2,2′-bis(diphenylphosphino)-1,1′-binaphthyl 8 mg, palladium acetate 3 mg and cesium carbonate 0.89 g was added 1-fluoro-4-iodobenzene 0.47 mL, and it was heated and refluxed under nitrogen atmosphere for 16 hours. After the reaction mixture was cooled to room temperature, insoluble matter was filtrated, and the solvent was removed under reduced pressure. The obtained residue was refined by silica g... Product: FC1=CC=C(NC2=C(C(=O)OC)C=CC(=C2)COC2=CC=CC=C2)C=C1 (methyl 2-(4-fluoroanilino)-4-(phenoxymethyl)benzoate). The reactants are [OH-].[Na+] (Sodium hydroxide), Cl.O1CCN(CC1)C1=C(C(=NC=C1)CCl)Cl (4 -morpholino-3 -chloro-2 -chloromethylpyridine hydrochloride), COC1=CC2=C(N=C(N2)S)C=C1 (5 -methoxy-2 -mercaptobenzimidazole). Reaction conditions: time 8 hour. Product: O1CCN(CC1)C1=C(C(=NC=C1)CSC1=NC2=C(N1)C=CC(=C2)OC)Cl (2 -(4 -morpholino-3 -chloro-2 -pyridyl-methylthio)-5 -methoxy-(1H)-benzimidazole). Reaction SMILES: [OH-].[Na+].Cl.[O:4]1[CH2:9][CH2:8][N:7]([C:10]2[CH:15]=[CH:14][N:13]=[C:12]([CH2:16]Cl)[C:11]=2[Cl:18])[CH2:6][CH2:5]1.[CH3:19][O:20][C:21]1[CH:30]=[CH:29][C:24]2[N:25]=[C:26]([SH:28])[NH:27][C:23]=2[CH:22]=1>>[O:4]1[CH2:9][CH2:8][N:7]([C:10]2[CH:15]=[CH:14][N:13]=[C:12]([CH2:16][S:28][C:26]3[NH:25][C:24]4[CH:29]=[CH:30][C:21]([O:20][CH3:19])=[CH:22][C:23]=4[N:27]=3)[C:11]=2[Cl:18])[CH2:6][CH2:5]1 |f:0.1,2.3|. Procedure: 5 N Sodium hydroxide (5.68 ml) was added dropwise to a stirred solution of 4 -morpholino-3 -chloro-2 -chloromethylpyridine hydrochloride (3.66 g) and 5 -methoxy-2 -mercaptobenzimidazole (2.33 g). After standing overnight the solution was evaporated under reduced pressure and the residue triturated with water. The solid thus obtained was recrystallised from ethanol to give 2 -(4 -morpholino-3 -chloro-2 -pyridyl-methylthio)-5 -methoxy-(1H)-benzimidazole, 4.38 g, m.p. 124°-25°.